This data is from the Open Reaction Database (ORD), a public repository of structured organic reaction records. The task is: describe an organic reaction: reactants, conditions, products, and yield Starting materials: COC=1C=C2C=C(C(NC2=CC1)=O)C=1N=NN(N1)CC1=CC(=CC=C1)OCC1=NC2=CC=CC=C2C=C1 (6-methoxy-3-{2-[3-(2-quinolylmethoxy)benzyl]tetrazolyl}quinolin-2-one), C([O-])([O-])=O.[K+].[K+] (potassium carbonate), BrCCCCl (1-bromo-3-chloropropane). The solvent is CN(C)C=O (DMF). Reaction conditions: temperature 60 celsius, time 4 hour. The product is ClCCCN1C(C(=CC2=CC(=CC=C12)OC)C=1N=NN(N1)CC1=CC(=CC=C1)OCC1=NC2=CC=CC=C2C=C1)=O (1-(3-chloropropyl)-6-methoxy-3-{2-[3-(2-quinolylmethoxy)benzyl]tetrazolyl}quinolin-2-one). Yield: 47.2%. RXN SMILES: [CH3:1][O:2][C:3]1[CH:4]=[C:5]2[C:10](=[CH:11][CH:12]=1)[NH:9][C:8](=[O:13])[C:7]([C:14]1[N:15]=[N:16][N:17]([CH2:19][C:20]3[CH:25]=[CH:24][CH:23]=[C:22]([O:26][CH2:27][C:28]4[CH:37]=[CH:36][C:35]5[C:30](=[CH:31][CH:32]=[CH:33][CH:34]=5)[N:29]=4)[CH:21]=3)[N:18]=1)=[CH:6]2.C(=O)([O-])[O-].[K+].[K+].Br[CH2:45][CH2:46][CH2:47][Cl:48]>CN(C=O)C>[Cl:48][CH2:47][CH2:46][CH2:45][N:9]1[C:10]2[C:5](=[CH:4][C:3]([O:2][CH3:1])=[CH:12][CH:11]=2)[CH:6]=[C:7]([C:14]2[N:15]=[N:16][N:17]([CH2:19][C:20]3[CH:25]=[CH:24][CH:23]=[C:22]([O:26][CH2:27][C:28]4[CH:37]=[CH:36][C:35]5[C:30](=[CH:31][CH:32]=[CH:33][CH:34]=5)[N:29]=4)[CH:21]=3)[N:18]=2)[C:8]1=[O:13] |f:1.2.3|. Reported procedure: A mixture of 6-methoxy-3-{2-[3-(2-quinolylmethoxy)benzyl]tetrazolyl}quinolin-2-one (1.00 g, 2.04 mmol), potassium carbonate (564 mg, 4.08 mmol), 1-bromo-3-chloropropane (962 mg, 6.12 mmol), and DMF (100 ml) was stirred for four hours at a bath temperature of 60° C. The solvent of the reaction mixture was removed under reduced pressure. Water was then added to the mixture, and the mixture was extracted with chloroform-methanol (10:1). The thus-obtained organic phase was dried over magnesium sulfa...